Dataset: the Open Reaction Database (ORD), a public repository of structured organic reaction records. Task: describe an organic reaction: reactants, conditions, products, and yield The reactants are C(C)OC(=O)C1(NOC=C1)C=1N=C(SC1)NC (ethyl-3-[2-(methylamino)-1,3-thiazol-4-yl]isoxazole-3-carboxylate), [OH-].[Na+] (sodium hydroxide), Cl (hydrochloric acid). The solvent is C(C)O (ethanol). Conditions: time 2 hour. The product is CNC=1SC=C(N1)C1(NOC=C1)C(=O)O (3-[2-(Methylamino)-1,3-thiazol-4-yl]isoxazole-3-carboxylic acid). Reaction SMILES: C([O:3][C:4]([C:6]1([C:11]2[N:12]=[C:13]([NH:16][CH3:17])[S:14][CH:15]=2)[CH:10]=[CH:9][O:8][NH:7]1)=[O:5])C.[OH-].[Na+].Cl>C(O)C>[CH3:17][NH:16][C:13]1[S:14][CH:15]=[C:11]([C:6]2([C:4]([OH:5])=[O:3])[CH:10]=[CH:9][O:8][NH:7]2)[N:12]=1 |f:1.2|. Procedure: A solution of ethyl-3-[2-(methylamino)-1,3-thiazol-4-yl]isoxazole-3-carboxylate (65 mg, 0.26 mmol) in ethanol (3.0 mL) was treated with 1N aqueous sodium hydroxide (0.30 mL, 0.28 mmol) and the mixture was stirred at room temperature for 2 h. The mixture was neutralized with 1 N aqueous hydrochloric acid and concentrated in vacuo to give the crude which was used without purification. MF=C8H7N3O3S; LCMS calculated for C8H7N3O3S (M+H)+: m/z=226. Reactants: COC1=CC=C(CN2N=CC(=C2)C=2C=C3N(N2)C=CN3C=3C=C(N)C=CC3C)C=C1 (3-{6-[1-(4-Methoxybenzyl)-1H-pyrazol-4-yl]-1H-imidazo[1,2-b]pyrazol-1-yl}-4-methylaniline), C(#N)C=1C=C(C(=O)O)C=C(C1)S(F)(F)(F)(F)F (3-Cyano-5-(pentafluoro-λ6-sulphanyl)benzoic acid). Yields the product C(#N)C=1C=C(C(=O)NC2=CC(=C(C=C2)C)N2C=CN3N=C(C=C32)C=3C=NN(C3)CC3=CC=C(C=C3)OC)C=C(C1)S(F)(F)(F)(F)F (3-Cyano-N-(3-{6-[1-(4-methoxybenzyl)-1H-pyrazol-4-yl]-1H-imidazo[1,2-b]pyrazol-1-yl}-4-methylphenyl)-5-(pentafluoro-λ6-sulphanyl)benzamide). RXN SMILES: [CH3:1][O:2][C:3]1[CH:30]=[CH:29][C:6]([CH2:7][N:8]2[CH:12]=[C:11]([C:13]3[CH:14]=[C:15]4[N:20]([C:21]5[CH:22]=[C:23]([CH:25]=[CH:26][C:27]=5[CH3:28])[NH2:24])[CH:19]=[CH:18][N:16]4[N:17]=3)[CH:10]=[N:9]2)=[CH:5][CH:4]=1.[C:31]([C:33]1[CH:34]=[C:35]([CH:39]=[C:40]([S:42]([F:47])([F:46])([F:45])([F:44])[F:43])[CH:41]=1)[C:36](O)=[O:37])#[N:32]>>[C:31]([C:33]1[CH:34]=[C:35]([CH:39]=[C:40]([S:42]([F:46])([F:47])([F:43])([F:44])[F:45])[CH:41]=1)[C:36]([NH:24][C:23]1[CH:25]=[CH:26][C:27]([CH3:28])=[C:21]([N:20]2[C:15]3[N:16]([N:17]=[C:13]([C:11]4[CH:10]=[N:9][N:8]([CH2:7][C:6]5[CH:5]=[CH:4][C:3]([O:2][CH3:1])=[CH:30][CH:29]=5)[CH:12]=4)[CH:14]=3)[CH:18]=[CH:19]2)[CH:22]=1)=[O:37])#[N:32]. Reported procedure: 80 mg (0.16 mmol) of the compound of Example 60A and 66 mg (0.24 mmol) of the compound of Example 23A were reacted with one another analogously to Example 48A. In deviation from the work-up described therein, here, the mixture was separated directly into its components by preparative HPLC (Method 21). The product-containing fractions were concentrated under reduced pressure and the residue was dried under high vacuum. This gave 84 mg (64% of theory, 80% pure) of the title compound.